This data is from the Open Reaction Database (ORD), a public repository of structured organic reaction records. The task is: describe an organic reaction: reactants, conditions, products, and yield Reactants: C1C(C)OC2(CCN(CC2)C2=CC=C(C=C2)C#N)O1 (N-(4-Cyanophenyl)-4-piperidone propylene ketal), Cl (HCl). Yields the product C(#N)C1=CC=C(C=C1)N1CCC(CC1)=O (N-(4-Cyanophenyl)-4-piperidone). Solvent: CCOCC (ether). Procedure: A solution of 34 (915 mg, 3.54 mmol) in ether (6 mL) was treated with 6N aqueous HCl (25 mL). The mixture was stirred at room temperature (2 d). The solvent was removed in vacuo and the residue dissolved in 3N HCl (25 mL) and acetic acid (20 mL). The mixture was stirred at room temperature (2 h). The solvent was removed in vacuo and the residue dissolved in dichloromethane and sodium carbonate solution. The aqueous layer was extracted with two additional portions of dichloromethane and the combi... RXN SMILES: C1O[C:5]2([CH2:10][CH2:9][N:8]([C:11]3[CH:16]=[CH:15][C:14]([C:17]#[N:18])=[CH:13][CH:12]=3)[CH2:7][CH2:6]2)[O:4]C1C.Cl>CCOCC>[C:17]([C:14]1[CH:13]=[CH:12][C:11]([N:8]2[CH2:9][CH2:10][C:5](=[O:4])[CH2:6][CH2:7]2)=[CH:16][CH:15]=1)#[N:18]. Reaction conditions: time 2 day. Starting materials: C1CCOC1, CCOC(C)=O, Clc1nc(Cl)nc(N2CCOCC2)n1, ClCCl, [H-], [Na+], CC(C)(C)OC(=O)N1CCC(O)CC1. The product is CC(C)(C)OC(=O)N1CCC(Oc2nc(Cl)nc(N3CCOCC3)n2)CC1. RXN SMILES: [CH2:40]1[O:41][CH2:42][CH2:43][CH2:44]1.[CH3:34][CH2:35][O:36][C:37]([CH3:38])=[O:39].[Cl:1][c:2]1[n:3][c:4]([N:9]2[CH2:10][CH2:11][O:12][CH2:13][CH2:14]2)[n:5][c:6]([Cl:8])[n:7]1.[Cl:31][CH2:32][Cl:33].[H-:30].[Na+:29].[OH:15][CH:16]1[CH2:17][CH2:18][N:19]([C:22](=[O:23])[O:24][C:25]([CH3:26])([CH3:27])[CH3:28])[CH2:20][CH2:21]1>>[c:2]1([O:15][CH:16]2[CH2:17][CH2:18][N:19]([C:22](=[O:23])[O:24][C:25]([CH3:26])([CH3:27])[CH3:28])[CH2:20][CH2:21]2)[n:3][c:4]([N:9]2[CH2:10][CH2:11][O:12][CH2:13][CH2:14]2)[n:5][c:6]([Cl:8])[n:7]1. Reactants: C([O-])([O-])=O.[K+].[K+] (potassium carbonate), C(CC)I (propyl iodide), N1=CNC(C2=C1NC=C2)=O (7H-pyrrolo[2,3-d]pyrimidin-4(3H)-one). Solvent: CN(C)C=O (DMF). Conditions: temperature 55 celsius, time 20 hour. The product is C(CC)N1C=NC2=C(C1=O)C=CN2 (3-Propyl-7H-pyrrolo[2,3-d]pyrimidin-4(3H)-one). Reaction SMILES: [N:1]1[C:6]2[NH:7][CH:8]=[CH:9][C:5]=2[C:4](=[O:10])[NH:3][CH:2]=1.C(=O)([O-])[O-].[K+].[K+].[CH2:17](I)[CH2:18][CH3:19]>CN(C=O)C>[CH2:17]([N:3]1[C:4](=[O:10])[C:5]2[CH:9]=[CH:8][NH:7][C:6]=2[N:1]=[CH:2]1)[CH2:18][CH3:19] |f:1.2.3|. Procedure: Under argon gas, 7H-pyrrolo[2,3-d]pyrimidin-4(3H)-one (1.0 g) was dissolved in DMF (35 ml) with warming. Then, anhydrous potassium carbonate (1.02 g) and propyl iodide (1.08 ml) were added and the mixture was stirred at 55° C. for 20 hours. The insoluble matter was filtered off and the solvent was distilled off under reduced pressure. The residue was purified by flash column chromatography (silica gel; hexane: ethyl acetate=4:1-1:1) to provide the title compound (521 mg). 1H-NMR (CDCl3) 8: 0.96(... Starting materials: [H-].[Na+] (sodium hydride), Cl (hydrochloric acid), COC(/C(=N/O)/C1=C(C=CC=C1)OC1=CC=C(C=C1)C)=O (E-α-hydroxyimino-2-(4-methylphenoxy)phenylacetic acid methyl ester), COS(=O)(=O)OC (dimethylsulfate). Solvent: O (water), O1CCCC1 (tetrahydrofuran), C1CCOC1 (THF). Conditions: time 20 minute. The product is COC(/C(=N/OC)/C1=C(C=CC=C1)OC1=CC=C(C=C1)C)=O (E-α-methoxyimino-2-(4-methylphenoxy)phenylacetic acid methyl ester). Isolated yield 81.5%. RXN SMILES: [CH3:1][O:2][C:3](=[O:21])/[C:4](/[C:7]1[CH:12]=[CH:11][CH:10]=[CH:9][C:8]=1[O:13][C:14]1[CH:19]=[CH:18][C:17]([CH3:20])=[CH:16][CH:15]=1)=[N:5]/[OH:6].[H-].[Na+].[CH3:24]OS(OC)(=O)=O.Cl>O1CCCC1.O>[CH3:1][O:2][C:3](=[O:21])/[C:4](/[C:7]1[CH:12]=[CH:11][CH:10]=[CH:9][C:8]=1[O:13][C:14]1[CH:15]=[CH:16][C:17]([CH3:20])=[CH:18][CH:19]=1)=[N:5]/[O:6][CH3:24] |f:1.2|. Reported procedure: E-α-hydroxyimino-2-(4-methylphenoxy)phenylacetic acid methyl ester (0.71 g, 0.0025 mole) was dissolved in dried tetrahydrofuran (10 ml), followed by the addition of 60% sodium hydride (0.13 g, 0.033 mole). Then, the mixture was stirred at room temperature for 20 minutes and to this was added dropwise a solution of dimethylsulfate (0.44 g, 0.0035 mole) dissolved in dried THF (2.5 ml) under ice cooling, followed by stirring for 1.75 hours under ice cooling. After completion of the reaction, water ... Starting materials: C(C)(C)(C)OC(=O)N[C@@H](CC(C)C)C(=O)O (N-(tert-butoxycarbonyl)-L-leucine), C(C1=CC=CC=C1)N1C[C@H]2[C@@H](C1)[C@@H](CC2)N ((3aS,4R,6aR)-2-benzyloctahydrocyclopenta[c]pyrrol-4-amine), C(C1=CC=CC=C1)N1C[C@@H]2[C@H](C1)[C@H](CC2)N ((3aR,4S,6aS)-2-benzyloctahydrocyclopenta[c]pyrrol-4-amine). Yields the product C(C1=CC=CC=C1)N1C[C@H]2[C@@H](C1)[C@@H](CC2)NC([C@@H](NCC(C)(C)C)CC(C)C)=O (N1-[(3aS,4R,6aR)-2-benzyloctahydrocyclopenta[c]pyrrol-4-yl]-N2-neopentyl-L-leucinamide). As a reaction SMILES: C(O[C:6]([NH:8][C@H:9]([C:14]([OH:16])=O)[CH2:10][CH:11]([CH3:13])[CH3:12])=O)(C)(C)C.[CH2:17]([N:24]1[CH2:28][C@H:27]2[C@H:29]([NH2:32])[CH2:30][CH2:31][C@H:26]2[CH2:25]1)[C:18]1[CH:23]=[CH:22][CH:21]=[CH:20][CH:19]=1.[CH2:33](N1C[C@@H]2[C@@H](N)CC[C@@H]2C1)[C:34]1[CH:39]=CC=C[CH:35]=1>>[CH2:17]([N:24]1[CH2:28][C@H:27]2[C@H:29]([NH:32][C:14](=[O:16])[C@H:9]([CH2:10][CH:11]([CH3:12])[CH3:13])[NH:8][CH2:6][C:34]([CH3:39])([CH3:35])[CH3:33])[CH2:30][CH2:31][C@H:26]2[CH2:25]1)[C:18]1[CH:19]=[CH:20][CH:21]=[CH:22][CH:23]=1. Reported procedure: The title compound was prepared by substituting (S)-4-methyl-2-(neopentylamino)pentanoic acid from Step A of Example 244 for N-(tert-butoxycarbonyl)-L-leucine and (3aS,4R,6aR)-2-benzyloctahydrocyclopenta[c]pyrrol-4-amine of Step E from Example 16 for (3aR,4S,6aS)-2-benzyloctahydrocyclopenta[c]pyrrol-4-amine in the procedure described in Example 221: 1H NMR (500 MHz, pyridine-d5) δ ppm 8.07-8.09 (m, 1H), 7.43-7.45 (m, 2H), 7.37 (t, J=7.5 Hz, 2H), 7.28 (t, J=7.3 Hz, 1H), 4.43 (p, J=6.2 Hz, 1H), 3.... Reactants: Cl (HCl), NC1=C(C=C(C=N1)C=1C=NN(C1)C1CCN(CC1)C(=O)OC(C)(C)C)C1=NC2=C(N1)C=CC=C2 (tert-butyl 4-{4-[6-amino-5-(1H-benzimidazol-2-yl)pyridin-3-yl]pyrazol-1-yl}piperidine-1-carboxylate). The solvent is O1CCOCC1 (dioxane). Run at time 14 hour. Product: N1C(=NC2=C1C=CC=C2)C=2C(=NC=C(C2)C=2C=NN(C2)C2CCNCC2)N (3-(1H-benzimidazol-2-yl)-5-(1-piperidin-4-yl-1H-pyrazol-4-yl)pyridin-2-ylamine). As a reaction SMILES: Cl.[NH2:2][C:3]1[N:8]=[CH:7][C:6]([C:9]2[CH:10]=[N:11][N:12]([CH:14]3[CH2:19][CH2:18][N:17](C(OC(C)(C)C)=O)[CH2:16][CH2:15]3)[CH:13]=2)=[CH:5][C:4]=1[C:27]1[NH:31][C:30]2[CH:32]=[CH:33][CH:34]=[CH:35][C:29]=2[N:28]=1>O1CCOCC1>[NH:31]1[C:30]2[CH:32]=[CH:33][CH:34]=[CH:35][C:29]=2[N:28]=[C:27]1[C:4]1[C:3]([NH2:2])=[N:8][CH:7]=[C:6]([C:9]2[CH:10]=[N:11][N:12]([CH:14]3[CH2:15][CH2:16][NH:17][CH2:18][CH2:19]3)[CH:13]=2)[CH:5]=1. Reported procedure: 5 ml of 4M HCl in dioxane are added to 41.8 mg (0.091 mmol) of tert-butyl 4-{4-[6-amino-5-(1H-benzimidazol-2-yl)pyridin-3-yl]pyrazol-1-yl}piperidine-1-carboxylate, and the mixture is stirred at room temperature for 14 h. The reaction mixture is evaporated to dryness, and water is added. The aqueous phase is adjusted to pH>10 using 2N NaOH and extracted 3× with ethyl acetate. The organic phases are dried using sodium sulfate, filtered and evaporated. The residue is lyophilised, giving 3-(1H-benzi...